From a dataset of the Open Reaction Database (ORD), a public repository of structured organic reaction records. describe an organic reaction: reactants, conditions, products, and yield Starting materials: Cl (hydrochloric acid), resultant mixture, BrCC1=NSC2=C1C=C(C=C2)N2C(N(C(=CC2=O)C(F)(F)F)C)=O (3-[3-(bromomethyl)-1,2-benzisothiazol-5-yl]-1-methyl-6-(trifluoromethyl)-2,4(1H,3H)-pyrimidinedione), ice water, [H-].[Na+] (sodium hydride), C(CC(=O)C)(=O)OC(C)(C)C (tert-butyl acetoacetate). The solvent is CS(=O)C (methyl sulfoxide), C(C)OCC (diethyl ether), C(Cl)Cl (methylene chloride), O1CCCC1 (tetrahydrofuran), O1CCCC1 (tetrahydrofuran). Run at temperature 0 celsius. The product is C(C)(=O)C(C(=O)OC(C)(C)C)CC1=NSC2=C1C=C(C=C2)N2C(N(C(=CC2=O)C(F)(F)F)C)=O (tert-Butyl α-acetyl-5-[3,6-dihydro-3-methyl-2,6-dioxo-4-(trifluoromethyl)-1(2H)-pyrimidinyl]-1,2-benzisothiazole-3-propionate). RXN SMILES: [H-].[Na+].[C:3]([O:9][C:10]([CH3:13])([CH3:12])[CH3:11])(=[O:8])[CH2:4][C:5]([CH3:7])=[O:6].Br[CH2:15][C:16]1[C:20]2[CH:21]=[C:22]([N:25]3[C:30](=[O:31])[CH:29]=[C:28]([C:32]([F:35])([F:34])[F:33])[N:27]([CH3:36])[C:26]3=[O:37])[CH:23]=[CH:24][C:19]=2[S:18][N:17]=1.Cl>O1CCCC1.CS(C)=O.C(Cl)Cl.C(OCC)C>[C:5]([CH:4]([CH2:15][C:16]1[C:20]2[CH:21]=[C:22]([N:25]3[C:30](=[O:31])[CH:29]=[C:28]([C:32]([F:35])([F:34])[F:33])[N:27]([CH3:36])[C:26]3=[O:37])[CH:23]=[CH:24][C:19]=2[S:18][N:17]=1)[C:3]([O:9][C:10]([CH3:13])([CH3:12])[CH3:11])=[O:8])(=[O:6])[CH3:7] |f:0.1|. Procedure: A mixture of sodium hydride (60% in oil, 0.293 g, 7.33 mmol) in tetrahydrofuran is cooled to 0° C., treated dropwise with a solution of tert-butyl acetoacetate (1.00 mL, 6.03 mmol) in tetrahydrofuran, and stirred for several minutes. The resultant mixture is added dropwise to a solution of 3-[3-(bromomethyl)-1,2-benzisothiazol-5-yl]-1-methyl-6-(trifluoromethyl)-2,4(1H,3H)-pyrimidinedione (1.40 g, 3.33 mmol) in methyl sulfoxide. After the addition is complete, the reaction mixture is poured into ...